Dataset: the Open Reaction Database (ORD), a public repository of structured organic reaction records. Task: describe an organic reaction: reactants, conditions, products, and yield Starting materials: Cn1c(=O)c2c(ncn2-c2ccccc2Cl)n(COC(=O)C(C)(C)C)c1=O, CN(C)C=O, CCOC(C)=O, O=C1CCC(=O)N1Cl. Yields the product Cn1c(=O)c2c(nc(Cl)n2-c2ccccc2Cl)n(COC(=O)C(C)(C)C)c1=O. Reaction SMILES: [CH3:1][C:2]([C:3](=[O:4])[O:5][CH2:6][n:7]1[c:8](=[O:25])[n:9]([CH3:24])[c:10](=[O:23])[c:11]2[n:12](-[c:16]3[c:17]([Cl:22])[cH:18][cH:19][cH:20][cH:21]3)[cH:13][n:14][c:15]12)([CH3:26])[CH3:27].[CH3:36][N:37]([CH3:38])[CH:39]=[O:40].[CH3:41][CH2:42][O:43][C:44](=[O:45])[CH3:46].[Cl:28][N:29]1[C:30](=[O:31])[CH2:32][CH2:33][C:34]1=[O:35]>>[CH3:1][C:2]([C:3](=[O:4])[O:5][CH2:6][n:7]1[c:8](=[O:25])[n:9]([CH3:24])[c:10](=[O:23])[c:11]2[n:12](-[c:16]3[c:17]([Cl:22])[cH:18][cH:19][cH:20][cH:21]3)[c:13]([Cl:28])[n:14][c:15]12)([CH3:26])[CH3:27]. Reaction SMILES: [C:21](=[O:22])([O-:23])[O-:24].[CH3:27][I:28].[CH3:31][CH2:32][O:33][CH2:34][CH3:35].[CH3:36][C:37]#[N:38].[Cl-:29].[Cl:1][c:2]1[cH:3][c:4]([F:20])[c:5]([N:9]2[C:10](=[O:19])[N:11]3[C:12](=[CH:13][CH2:14][CH2:15][CH2:16]3)[C:17]2=[O:18])[cH:6][c:7]1[OH:8].[K+:25].[K+:26].[NH4+:30]>>[Cl:1][c:2]1[cH:3][c:4]([F:20])[c:5]([N:9]2[C:10](=[O:19])[N:11]3[C:12](=[CH:13][CH2:14][CH2:15][CH2:16]3)[C:17]2=[O:18])[cH:6][c:7]1[O:8][CH3:21]. Yields the product COc1cc(N2C(=O)C3=CCCCN3C2=O)c(F)cc1Cl. The reactants are O=C([O-])[O-], CI, CCOCC, CC#N, [Cl-], O=C1C2=CCCCN2C(=O)N1c1cc(O)c(Cl)cc1F, [K+], [K+], [NH4+]. The reactants are NC1=NC=CC(=C1/C=C/C(=O)OCC)OC1=CC=C(C=C1)[N+](=O)[O-] (Ethyl (E)-3-[2-amino-4-(4-nitrophenoxy)-3-pyridyl]-2-propenoate), C(C)(=O)C1=CC2=CC=CC=C2C=C1 (2′-acetonaphthone). The solvent is CO (methanol). Product: [N+](=O)([O-])C1=CC=C(OC2=CC=NC=3NC(C=CC23)=O)C=C1 (4-(4-Nitrophenoxy)-7-oxo-7,8-dihydro[1,8]naphthyridine). Yield: 51.8%. Reaction SMILES: [NH2:1][C:2]1[C:7](/[CH:8]=[CH:9]/[C:10](OCC)=[O:11])=[C:6]([O:15][C:16]2[CH:21]=[CH:20][C:19]([N+:22]([O-:24])=[O:23])=[CH:18][CH:17]=2)[CH:5]=[CH:4][N:3]=1.C(C1C=CC2C(=CC=CC=2)C=1)(=O)C>CO>[N+:22]([C:19]1[CH:20]=[CH:21][C:16]([O:15][C:6]2[C:7]3[CH:8]=[CH:9][C:10](=[O:11])[NH:1][C:2]=3[N:3]=[CH:4][CH:5]=2)=[CH:17][CH:18]=1)([O-:24])=[O:23]. Reported procedure: Ethyl (E)-3-[2-amino-4-(4-nitrophenoxy)-3-pyridyl]-2-propenoate (350 mg), 2′-acetonaphthone (50 mg) and methanol (80 ml) were irradiated for 4 hours while stirring, and the precipitated solid was filtered out to obtain 156 mg of a light yellow solid. Starting materials: F[B-](F)(F)F, CCN(C(C)C)C(C)C, C1CCOC1, COC(=O)C(CC(=O)[O-])Cc1cc(C)c(O)c(Cl)c1, O=C1Nc2ccccc2CCN1C1CCNCC1, CN(C)C=O, CN(C)C(On1nnc2ccccc21)=[N+](C)C. Product: COC(=O)C(CC(=O)N1CCC(N2CCc3ccccc3NC2=O)CC1)Cc1cc(C)c(O)c(Cl)c1. Reaction SMILES: [B-:38]([F:39])([F:40])([F:41])[F:42].[CH2:60]([N:61]([CH:62]([CH3:63])[CH3:64])[CH:65]([CH3:66])[CH3:67])[CH3:68].[CH2:74]1[O:75][CH2:76][CH2:77][CH2:78]1.[Cl:19][c:20]1[cH:21][c:22]([CH2:23][CH:24]([C:25](=[O:26])[O:27][CH3:28])[CH2:29][C:30](=[O:31])[O-:32])[cH:33][c:34]([CH3:37])[c:35]1[OH:36].[NH:1]1[CH2:2][CH2:3][CH:4]([N:7]2[C:8](=[O:18])[NH:9][c:10]3[c:11]([cH:14][cH:15][cH:16][cH:17]3)[CH2:12][CH2:13]2)[CH2:5][CH2:6]1.[O:69]=[CH:70][N:71]([CH3:72])[CH3:73].[n:43]1([O:44][C:45]([N:46]([CH3:47])[CH3:48])=[N+:49]([CH3:50])[CH3:51])[c:52]2[cH:53][cH:54][cH:55][cH:56][c:57]2[n:58][n:59]1>>[N:1]1([C:30]([CH2:29][CH:24]([CH2:23][c:22]2[cH:21][c:20]([Cl:19])[c:35]([OH:36])[c:34]([CH3:37])[cH:33]2)[C:25](=[O:26])[O:27][CH3:28])=[O:31])[CH2:2][CH2:3][CH:4]([N:7]2[C:8](=[O:18])[NH:9][c:10]3[c:11]([cH:14][cH:15][cH:16][cH:17]3)[CH2:12][CH2:13]2)[CH2:5][CH2:6]1. Reactants: IC1=CC2=C(C=C1)OCO2 (1-iodo-3,4-methylenedioxybenzene), C1(CCCCC1)P(C1=C(C=CC=C1)C1=C(C=C(C=C1C(C)C)C(C)C)C(C)C)C1CCCCC1 (2-dicyclohexylphosphino-2′,4′,6′-triisopropylbiphenyl), C1(CCCCC1)P(C1=C(C=CC=C1)C1=C(C=C(C=C1C(C)C)C(C)C)C(C)C)C1CCCCC1 (2-Dicyclohexylphosphino-2′,4′,6′-triisopropylbiphenyl), NC1=C(C(=O)OC(C)(C)C)C=CC(=C1)C1=CC(=CC=C1)OC(=O)OC(C)(C)C (tert-butyl 2-amino-4-(3-(tert-butoxycarbonyloxy)phenyl)benzoate), C([O-])([O-])=O.[Cs+].[Cs+] (cesium carbonate), C(CC(O)(C(=O)O)CC(=O)O)(=O)O (citric acid). Reagents/catalysts: C=1C=CC(=CC1)/C=C/C(=O)/C=C/C2=CC=CC=C2.C=1C=CC(=CC1)/C=C/C(=O)/C=C/C2=CC=CC=C2.C=1C=CC(=CC1)/C=C/C(=O)/C=C/C2=CC=CC=C2.[Pd].[Pd] (tris(dibenzylideneacetone)dipalladium(0)), C(C)(=O)[O-].[Pd+2].C(C)(=O)[O-] (palladium acetate), C=1C=CC(=CC1)/C=C/C(=O)/C=C/C2=CC=CC=C2.C=1C=CC(=CC1)/C=C/C(=O)/C=C/C2=CC=CC=C2.C=1C=CC(=CC1)/C=C/C(=O)/C=C/C2=CC=CC=C2.[Pd].[Pd] (tris(dibenzylideneacetone)dipalladium(0)), C(C)(=O)[O-].[Pd+2].C(C)(=O)[O-] (palladium acetate). The solvent is C1(=CC=CC=C1)C (toluene), C(C)(=O)OCC (ethyl acetate). Run at temperature 110 celsius, time 24 hour. The product is O1COC2=C1C=CC(=C2)NC2=C(C(=O)OC(C)(C)C)C=CC(=C2)C2=CC(=CC=C2)OC(=O)OC(C)(C)C (tert-butyl 2-((benzo-1,3-dioxol-5-yl)amino)-4-(3-(tert-butoxycarbonyloxy)phenyl)benzoate). RXN SMILES: [NH2:1][C:2]1[CH:14]=[C:13]([C:15]2[CH:20]=[CH:19][CH:18]=[C:17]([O:21][C:22]([O:24][C:25]([CH3:28])([CH3:27])[CH3:26])=[O:23])[CH:16]=2)[CH:12]=[CH:11][C:3]=1[C:4]([O:6][C:7]([CH3:10])([CH3:9])[CH3:8])=[O:5].C(=O)([O-])[O-].[Cs+].[Cs+].I[C:36]1[CH:41]=[CH:40][C:39]2[O:42][CH2:43][O:44][C:38]=2[CH:37]=1.C1(P(C2CCCCC2)C2C=CC=CC=2C2C(C(C)C)=CC(C(C)C)=CC=2C(C)C)CCCCC1.C(O)(=O)CC(CC(O)=O)(C(O)=O)O>C1C=CC(/C=C/C(/C=C/C2C=CC=CC=2)=O)=CC=1.C1C=CC(/C=C/C(/C=C/C2C=CC=CC=2)=O)=CC=1.C1C=CC(/C=C/C(/C=C/C2C=CC=CC=2)=O)=CC=1.[Pd].[Pd].C([O-])(=O)C.[Pd+2].C([O-])(=O)C.C(OCC)(=O)C.C1(C)C=CC=CC=1>[O:42]1[C:39]2[CH:40]=[CH:41][C:36]([NH:1][C:2]3[CH:14]=[C:13]([C:15]4[CH:20]=[CH:19][CH:18]=[C:17]([O:21][C:22]([O:24][C:25]([CH3:28])([CH3:27])[CH3:26])=[O:23])[CH:16]=4)[CH:12]=[CH:11][C:3]=3[C:4]([O:6][C:7]([CH3:10])([CH3:9])[CH3:8])=[O:5])=[CH:37][C:38]=2[O:44][CH2:43]1 |f:1.2.3,7.8.9.10.11,12.13.14|. Reported procedure: To toluene 3.0 mL suspension of tert-butyl 2-amino-4-(3-(tert-butoxycarbonyloxy)phenyl)benzoate 0.12 g and cesium carbonate 0.25 g were added 1-iodo-3,4-methylenedioxybenzene 0.15 g, 2-dicyclohexylphosphino-2′,4′,6′-triisopropylbiphenyl 7.4 mg, tris(dibenzylideneacetone)dipalladium(0) 2.9 mg and palladium acetate 1.4 mg at room temperature, and it was stirred at 110° C. for 24 hours. 2-Dicyclohexylphosphino-2′,4′,6′-triisopropylbiphenyl 7.4 mg, tris(dibenzylideneacetone)dipalladium(0) 2.9 mg and... Reactants: Cl (HCl), FC1=C(C=CC=C1)NC1=NN=C(O1)C(=O)NC1=CC=C(C=C1)[C@@H]1CC[C@H](CC1)CNC(OC(C)(C)C)=O (tert-butyl [(trans-4-{4-[({5-[(2-fluorophenyl)amino]-1,3,4-oxadiazol-2-yl}carbonyl)amino]phenyl}cyclohexyl)-methyl]carbamate). Run in O1CCOCC1 (1,4-dioxane). Run at time 18 hour. The product is NC[C@@H]1CC[C@H](CC1)C1=CC=C(C=C1)NC(=O)C=1OC(=NN1)NC1=C(C=CC=C1)F (N-{4-[trans-4-(Aminomethyl)cyclohexyl]phenyl}-5-[(2-fluorophenyl)amino]-1,3,4-oxadiazole-2-carboxamide), hydrochloride salt. RXN SMILES: Cl.[F:2][C:3]1[CH:8]=[CH:7][CH:6]=[CH:5][C:4]=1[NH:9][C:10]1[O:14][C:13]([C:15]([NH:17][C:18]2[CH:23]=[CH:22][C:21]([C@H:24]3[CH2:29][CH2:28][C@H:27]([CH2:30][NH:31]C(=O)OC(C)(C)C)[CH2:26][CH2:25]3)=[CH:20][CH:19]=2)=[O:16])=[N:12][N:11]=1>O1CCOCC1>[NH2:31][CH2:30][C@H:27]1[CH2:28][CH2:29][C@H:24]([C:21]2[CH:20]=[CH:19][C:18]([NH:17][C:15]([C:13]3[O:14][C:10]([NH:9][C:4]4[CH:5]=[CH:6][CH:7]=[CH:8][C:3]=4[F:2])=[N:11][N:12]=3)=[O:16])=[CH:23][CH:22]=2)[CH2:25][CH2:26]1. Procedure details: 4M HCl in 1,4-dioxane (1 mL) was added to tert-butyl [(trans-4-{4-[({5-[(2-fluorophenyl)amino]-1,3,4-oxadiazol-2-yl}carbonyl)amino]phenyl}cyclohexyl)-methyl]carbamate (Example 618) (50 mg, 0.10 mmol) and the suspension stirred for 18 hours. All volatiles were removed in vacuo and the residue triturated with Et2O (3 mL), the solid filtered, washed with Et2O (2×5 mL), isohexane (2×5 mL) to give the title compound (as a hydrochloride salt) (44 mg, 99%) as a white solid; 1H NMR δ 1.07-1.16 (2H, m), ... The reactants are C(C)=NC1CCCCCC1 (N-ethylidenecycloheptylamine), [BH4-].[Na+] (Sodium borohydride). Solvent: CO (methanol). Reaction conditions: temperature 10 celsius, time 3 hour. Product: C(C)NC1CCCCCC1 (N-ethylcycloheptylamine). Isolated yield 85.0%. Reaction SMILES: [BH4-].[Na+].[CH:3](=[N:5][CH:6]1[CH2:12][CH2:11][CH2:10][CH2:9][CH2:8][CH2:7]1)[CH3:4]>CO>[CH2:3]([NH:5][CH:6]1[CH2:12][CH2:11][CH2:10][CH2:9][CH2:8][CH2:7]1)[CH3:4] |f:0.1|. Procedure details: Sodium borohydride (3.78 g) was gradually added with ice bath cooling to a methanol (600 ml) solution of N-ethylidenecycloheptylamine (41.7 g) and agitated at 10° C. for 3 hours. Thereafter, the solvent was distilled off, followed by extraction with methylene chloride. Then, the extract was dried over anhydrous magnesium sulfate. Methylene chloride was distilled off and the obtained oil was distilled under reduced pressure to obtain N-ethylcycloheptylamine (35.96 g). b.p. 110°-113° C./26.6 mbar. The reactants are C[Si](C)(C)CCOCn1cc(C(=O)NC(C(=O)N2CC(C#N)C2)C2CC2)c2nc(-c3ccc(C(F)(F)F)cc3)cnc21, CC(=O)[O-], CCOC(C)=O, ClCCl, [Na+], O, O=C(O)C(F)(F)F. Yields the product N#CC1CN(C(=O)C(NC(=O)c2c[nH]c3ncc(-c4ccc(C(F)(F)F)cc4)nc23)C2CC2)C1. As a reaction SMILES: [C:1](#[N:2])[CH:3]1[CH2:4][N:5]([C:7]([CH:8]([CH:9]2[CH2:10][CH2:11]2)[NH:12][C:13](=[O:14])[c:15]2[cH:16][n:17]([CH2:34][O:35][CH2:36][CH2:37][Si:38]([CH3:39])([CH3:40])[CH3:41])[c:18]3[n:19][cH:20][c:21](-[c:24]4[cH:25][cH:26][c:27]([C:30]([F:31])([F:32])[F:33])[cH:28][cH:29]4)[n:22][c:23]23)=[O:42])[CH2:6]1.[CH3:51][C:52](=[O:53])[O-:54].[CH3:59][CH2:60][O:61][C:62](=[O:63])[CH3:64].[Cl:56][CH2:57][Cl:58].[Na+:50].[OH2:55].[OH:43][C:44]([C:45]([F:46])([F:47])[F:48])=[O:49]>>[C:1](#[N:2])[CH:3]1[CH2:4][N:5]([C:7]([CH:8]([CH:9]2[CH2:10][CH2:11]2)[NH:12][C:13](=[O:14])[c:15]2[cH:16][nH:17][c:18]3[n:19][cH:20][c:21](-[c:24]4[cH:25][cH:26][c:27]([C:30]([F:31])([F:32])[F:33])[cH:28][cH:29]4)[n:22][c:23]23)=[O:42])[CH2:6]1. The reactants are BrC1=CC=C(C=O)C=C1 (4-bromobenzaldehyde), C(#N)CC(=O)OC(C)(C)C (t-butyl cyanoacetate), NH4OAc. Solvent: C1=CC=CC=C1 (benzene). The product is BrC1=CC=C(C=C1)/C=C(/C(=O)OC(C)(C)C)\C#N (tert-Butyl (2E)-3-(4-bromophenyl)-2-cyanoprop-2-enoate). RXN SMILES: [Br:1][C:2]1[CH:9]=[CH:8][C:5]([CH:6]=O)=[CH:4][CH:3]=1.[C:10]([CH2:12][C:13]([O:15][C:16]([CH3:19])([CH3:18])[CH3:17])=[O:14])#[N:11]>C1C=CC=CC=1>[Br:1][C:2]1[CH:9]=[CH:8][C:5](/[CH:6]=[C:12](\[C:10]#[N:11])/[C:13]([O:15][C:16]([CH3:19])([CH3:18])[CH3:17])=[O:14])=[CH:4][CH:3]=1. Procedure: A mixture of 4-bromobenzaldehyde (1 eq), t-butyl cyanoacetate (1 eq) and NH4OAc (1 eq) in benzene (1M) was reflux for 4 h while removing water with a Dean-Stark trap. The mixture was cooled to rt, diluted with hexane and triturated. The title compound was isolated after filtration as a white solid.